Dataset: the Open Reaction Database (ORD), a public repository of structured organic reaction records. Task: describe an organic reaction: reactants, conditions, products, and yield Starting materials: C(=O)(OCC)C1=CC=C(O1)C=C(C)C (1-(5-carbethoxy-2-furanyl)-2-methyl-1-propene), SeO2, O1CCOCC1 (dioxane). Reaction conditions: temperature 90 celsius. Yields the product C(=O)(OCC)C1=CC=C(O1)C=C(C=O)C (3-(5-Carbethoxy-2-furanyl)-2-methyl-2-propenal). Yield: 44.0%. RXN SMILES: [C:1]([C:6]1[O:10][C:9]([CH:11]=[C:12]([CH3:14])[CH3:13])=[CH:8][CH:7]=1)([O:3][CH2:4][CH3:5])=[O:2].[O:15]1CCOCC1>>[C:1]([C:6]1[O:10][C:9]([CH:11]=[C:12]([CH3:13])[CH:14]=[O:15])=[CH:8][CH:7]=1)([O:3][CH2:4][CH3:5])=[O:2]. Procedure details: A mixture of 8.2 g (0.042 mol) of 1-(5-carbethoxy-2-furanyl)-2-methyl-1-propene, 10.0 g of SeO2 (0.09 mol) and 120 mL of dioxane was degassed three times under argon and heated at 90° C. for 1.5 h. The reaction mixture was cooled, filtered through Celite and evaporated to remove most of the dioxane. The residue was filtered again and washed with 50 mL of dioxane. The filtrate and washings were concentrated to a small volume and chromatographed on 170 g of silica gel (25% Et2O/hexane) to give 3.9...